This data is from the Open Reaction Database (ORD), a public repository of structured organic reaction records. The task is: describe an organic reaction: reactants, conditions, products, and yield Starting materials: O (water), Cl.NC1=CC(=C(C(=O)NCCN(CC)CC)C=C1Cl)O (4-amino-5-chloro-N-[2-(diethylamino)ethyl]-2-hydroxybenzamide hydrochloride), C([O-])([O-])=O.[K+].[K+] (potassium carbonate), ClCC(C)=O (chloroacetone). The solvent is CN(C)C=O (DMF). Conditions: time 5 hour. Yields the product NC1=CC(=C(C(=O)NCCN(CC)CC)C=C1Cl)OCC(C)=O (4-Amino-5-chloro-N-[2-(diethylamino)ethyl]-2-(2-propanon-1-yl)oxybenzamide). Yield: 76.1%. As a reaction SMILES: Cl.[NH2:2][C:3]1[C:18]([Cl:19])=[CH:17][C:6]([C:7]([NH:9][CH2:10][CH2:11][N:12]([CH2:15][CH3:16])[CH2:13][CH3:14])=[O:8])=[C:5]([OH:20])[CH:4]=1.C(=O)([O-])[O-].[K+].[K+].Cl[CH2:28][C:29](=[O:31])[CH3:30].O>CN(C=O)C>[NH2:2][C:3]1[C:18]([Cl:19])=[CH:17][C:6]([C:7]([NH:9][CH2:10][CH2:11][N:12]([CH2:13][CH3:14])[CH2:15][CH3:16])=[O:8])=[C:5]([O:20][CH2:28][C:29](=[O:31])[CH3:30])[CH:4]=1 |f:0.1,2.3.4|. Reported procedure: To a stirred suspension of 4-amino-5-chloro-N-[2-(diethylamino)ethyl]-2-hydroxybenzamide hydrochloride (5.0 g, 16 mmoles) and potassium carbonate (10.62 g, 77 mmoles) in DMF (25 ml) was added chloroacetone (2.32 g of 90% , 22 mmoles) and the mixture stirred vigorously for 5 hours, followed by pouring into water (130 ml) and filtration to give, after drying, 4.57 g of crude product. This was dissolved in methylene chloride and filtered over a short alumina column, followed by concentration and re... Reactants: ClC1=NC2=CC(=C(C=C2C(=N1)N)OC)OC (2-chloro-4-amino-6,7-dimethoxyquinazoline), C12(CC3CC(CC(C1)C3)C2)C(=O)N2CCNCC2 (1-(1-adamantanecarbonyl)piperazine). The solvent is C(CCC)O (n-butanol). Product: C12(CC3CC(CC(C1)C3)C2)C(=O)N2CCN(CC2)C2=NC3=CC(=C(C=C3C(=N2)N)OC)OC (2-{4-(1-adamantanecarbonyl)-1-piperazinyl}-4-amino-6,7-dimethoxyquinazoline). Reaction SMILES: Cl[C:2]1[N:11]=[C:10]([NH2:12])[C:9]2[C:4](=[CH:5][C:6]([O:15][CH3:16])=[C:7]([O:13][CH3:14])[CH:8]=2)[N:3]=1.[C:17]12([C:27]([N:29]3[CH2:34][CH2:33][NH:32][CH2:31][CH2:30]3)=[O:28])[CH2:26][CH:21]3[CH2:22][CH:23]([CH2:25][CH:19]([CH2:20]3)[CH2:18]1)[CH2:24]2>C(O)CCC>[C:17]12([C:27]([N:29]3[CH2:34][CH2:33][N:32]([C:2]4[N:11]=[C:10]([NH2:12])[C:9]5[C:4](=[CH:5][C:6]([O:15][CH3:16])=[C:7]([O:13][CH3:14])[CH:8]=5)[N:3]=4)[CH2:31][CH2:30]3)=[O:28])[CH2:18][CH:19]3[CH2:20][CH:21]([CH2:22][CH:23]([CH2:25]3)[CH2:24]1)[CH2:26]2. Procedure details: A mixture of 2-chloro-4-amino-6,7-dimethoxyquinazoline (2.4 g), 1-(1-adamantanecarbonyl)piperazine (2.5 g) and n-butanol (60 ml) was refluxed for 10 hours. After cooling, the solvent was evaporated under reduced pressure, and water was added to the residue. After treating with aqueous ammonia, the precipitated crystals were collected to give crude 2-{4-(1-adamantanecarbonyl)-1-piperazinyl}-4-amino-6,7-dimethoxyquinazoline, m.p. 237°-240° C. Recrystallization from methanol gave pure 2-{4-(1-adama...